From a dataset of the Open Reaction Database (ORD), a public repository of structured organic reaction records. describe an organic reaction: reactants, conditions, products, and yield Procedure details: The title compound is prepared from 4-amino-1-octyloxy-2,2,6,6-tetramethylpiperidine and 2,4,6-tris(dicarbethoxymethylene) hexahydro-1,3,5-triazine according to the general procedure of Example 1. Product: C(CCCCCCC)ON1C(CC(CC1(C)C)NC(=O)C(=C1NC(NC(N1)=C(C(=O)NC1CC(N(C(C1)(C)C)OCCCCCCCC)(C)C)C(=O)NC1CC(N(C(C1)(C)C)OCCCCCCCC)(C)C)=C(C(=O)NC1CC(N(C(C1)(C)C)OCCCCCCCC)(C)C)C(=O)NC1CC(N(C(C1)(C)C)OCCCCCCCC)(C)C)C(=O)NC1CC(N(C(C1)(C)C)OCCCCCCCC)(C)C)(C)C (2,4,6-Tris{bis[(1-octyloxy-2,2,6,6-tetramethylpiperidin-4-yl)amino-carbonyl]methylene}hexahydro-1,3,5-triazine). The reactants are NC1CC(N(C(C1)(C)C)OCCCCCCCC)(C)C (4-amino-1-octyloxy-2,2,6,6-tetramethylpiperidine), C(=O)(OCC)C(=C1NC(NC(N1)=C(C(=O)OCC)C(=O)OCC)=C(C(=O)OCC)C(=O)OCC)C(=O)OCC (2,4,6-tris(dicarbethoxymethylene) hexahydro-1,3,5-triazine). Reaction SMILES: [NH2:1][CH:2]1[CH2:7][C:6]([CH3:9])([CH3:8])[N:5]([O:10][CH2:11][CH2:12][CH2:13][CH2:14][CH2:15][CH2:16][CH2:17][CH3:18])[C:4]([CH3:20])([CH3:19])[CH2:3]1.[C:21]([C:26]([C:55]([O:57]CC)=O)=[C:27]1[NH:32][C:31](=[C:33]([C:39](OCC)=[O:40])[C:34](OCC)=[O:35])[NH:30][C:29](=[C:44]([C:50](OCC)=[O:51])[C:45](OCC)=[O:46])[NH:28]1)(OCC)=[O:22]>>[CH2:11]([O:10][N:5]1[C:6]([CH3:8])([CH3:9])[CH2:7][CH:2]([NH:1][C:21]([C:26]([C:55]([NH:1][CH:2]2[CH2:7][C:6]([CH3:8])([CH3:9])[N:5]([O:10][CH2:11][CH2:12][CH2:13][CH2:14][CH2:15][CH2:16][CH2:17][CH3:18])[C:4]([CH3:19])([CH3:20])[CH2:3]2)=[O:57])=[C:27]2[NH:28][C:29](=[C:44]([C:45]([NH:1][CH:2]3[CH2:7][C:6]([CH3:8])([CH3:9])[N:5]([O:10][CH2:11][CH2:12][CH2:13][CH2:14][CH2:15][CH2:16][CH2:17][CH3:18])[C:4]([CH3:19])([CH3:20])[CH2:3]3)=[O:46])[C:50]([NH:1][CH:2]3[CH2:7][C:6]([CH3:8])([CH3:9])[N:5]([O:10][CH2:11][CH2:12][CH2:13][CH2:14][CH2:15][CH2:16][CH2:17][CH3:18])[C:4]([CH3:19])([CH3:20])[CH2:3]3)=[O:51])[NH:30][C:31](=[C:33]([C:39]([NH:1][CH:2]3[CH2:7][C:6]([CH3:8])([CH3:9])[N:5]([O:10][CH2:11][CH2:12][CH2:13][CH2:14][CH2:15][CH2:16][CH2:17][CH3:18])[C:4]([CH3:19])([CH3:20])[CH2:3]3)=[O:40])[C:34]([NH:1][CH:2]3[CH2:7][C:6]([CH3:8])([CH3:9])[N:5]([O:10][CH2:11][CH2:12][CH2:13][CH2:14][CH2:15][CH2:16][CH2:17][CH3:18])[C:4]([CH3:19])([CH3:20])[CH2:3]3)=[O:35])[NH:32]2)=[O:22])[CH2:3][C:4]1([CH3:19])[CH3:20])[CH2:12][CH2:13][CH2:14][CH2:15][CH2:16][CH2:17][CH3:18]. Starting materials: CN(C)C=O, Cc1cc(C)cc(CC(=O)O)c1, O=C(Cl)C(=O)Cl. The product is Cc1cc(C)cc(CC(=O)Cl)c1. As a reaction SMILES: [CH3:19][N:20]([CH3:21])[CH:22]=[O:23].[CH3:1][c:2]1[cH:3][c:4]([CH2:9][C:10](=[O:11])[OH:12])[cH:5][c:6]([CH3:8])[cH:7]1.[Cl:13][C:14]([C:15]([Cl:16])=[O:17])=[O:18]>>[CH3:1][c:2]1[cH:3][c:4]([CH2:9][C:10](=[O:12])[Cl:13])[cH:5][c:6]([CH3:8])[cH:7]1. Starting materials: IC1=C(C=C2C(C=CNC2=C1)=O)C (7-iodo-6-methyl-1H-quinolin-4-one), [Cl-].[P+]=O (phosphorus oxide chloride), [OH-].[NH4+] (ammonium hydroxide). Solvent: CN(C=O)C (N,N-dimethylformamide). Reaction conditions: temperature 60 celsius, time 80 minute. Product: ClC1=CC=NC2=CC(=C(C=C12)C)I (4-Chloro-7-iodo-6-methyl-quinoline). The yield is 98.0%. RXN SMILES: [I:1][C:2]1[CH:11]=[C:10]2[C:5]([C:6](=O)[CH:7]=[CH:8][NH:9]2)=[CH:4][C:3]=1[CH3:13].[Cl-:14].[P+]=O.[OH-].[NH4+]>CN(C)C=O>[Cl:14][C:6]1[C:5]2[C:10](=[CH:11][C:2]([I:1])=[C:3]([CH3:13])[CH:4]=2)[N:9]=[CH:8][CH:7]=1 |f:1.2,3.4,^3:14|. Procedure: A mixture of 7-iodo-6-methyl-1H-quinolin-4-one (5.12 g, 18.0 mmol), phosphorus oxide chloride (14 mL) and N,N-dimethylformamide (1 mL) was stirred at 60° C. for 80 min, then poured onto ice and carefully neutralized with 25% aq. ammonium hydroxide solution. The suspension was extracted three times with dichloromethane, the combined organic phase was washed with brine, dried (MgSO4), and evaporated to afford the title compound (5.33 g, 98%). Light brown solid, ISP-MS: m/e=304.1 ([M+H]+). Starting materials: OCC=1C=CC(=C(C#N)C1)OC1=CC(=CC=C1)C(F)(F)F (5-(hydroxymethyl)-2-{[3-(trifluoromethyl)phenyl]oxy}benzonitrile), S(=O)(Cl)Cl (thionyl chloride). The solvent is C(Cl)Cl (DCM). Run at time 2 hour. The product is ClCC=1C=CC(=C(C#N)C1)OC1=CC(=CC=C1)C(F)(F)F (5-(chloromethyl)-2-{[3-(trifluoromethyl)phenyl]oxy}benzonitrile). The yield is 94.0%. Reaction SMILES: O[CH2:2][C:3]1[CH:4]=[CH:5][C:6]([O:11][C:12]2[CH:17]=[CH:16][CH:15]=[C:14]([C:18]([F:21])([F:20])[F:19])[CH:13]=2)=[C:7]([CH:10]=1)[C:8]#[N:9].S(Cl)([Cl:24])=O>C(Cl)Cl>[Cl:24][CH2:2][C:3]1[CH:4]=[CH:5][C:6]([O:11][C:12]2[CH:17]=[CH:16][CH:15]=[C:14]([C:18]([F:21])([F:20])[F:19])[CH:13]=2)=[C:7]([CH:10]=1)[C:8]#[N:9]. Procedure: To a suspension of 5-(hydroxymethyl)-2-{[3-(trifluoromethyl)phenyl]oxy}benzonitrile (250 mg, 0.853 mmol) in DCM (4 mL) was added thionyl chloride (0.124 mL, 1.705 mmol) dropwise under nitrogen. The mixture was stirred at room temperature for 2 h. The reaction was quenched with water, adjusted pH about 7 and extracted with DCM. The organic layer was separated and concentrated to afford the title compound (250 mg, 0.802 mmol, 94% yield). Reactants: C1(=CC=CC=C1)C(CC)O (1-phenyl-1-propanol), C1-40 alkyl, [H][H] (hydrogen), aryl, C1-18 alkylaryl, C2-40 alkynyl, Formula 1, [H][H] (hydrogen), C2-40 alkenyl. Run in C1(=CC=CC=C1)C (toluene), C1(=CC=CC=C1)C (toluene). The product is CC=CC1=CC=CC=C1 (β-methyl styrene). Isolated yield 90.0%. As a reaction SMILES: [C:1]1([CH:7](O)[CH2:8][CH3:9])[CH:6]=[CH:5][CH:4]=[CH:3][CH:2]=1.[H][H]>C1(C)C=CC=CC=1>[CH3:9][CH:8]=[CH:7][C:1]1[CH:6]=[CH:5][CH:4]=[CH:3][CH:2]=1. Reported procedure: Compounds of Formula 1 readily catalyse the dehydration of olefins. Standard conditions were used to conduct these reactions. For example heating cyclohexanol in the presence of compounds of Formula 1 where R and R1 are hydrogen or R is hydrogen and R1 is a C1-40 alkyl, C2-40 alkenyl, C2-40 alkynyl, aryl or C1-8 alkylaryl fragment gave the desired cyclohexene. In a similar fashion treatment of 1-phenyl-1-propanol in toluene with catalysts of Formula 1 where R and R1 are hydrogen or R is hydrogen... Reactants: CC(=O)OCCN1C(=O)CCN(C(=O)c2ccc(NC(=O)c3ccccc3-c3ccc(C)cc3)cc2)c2ccccc21, O=C([O-])[O-], CO, ClC(Cl)Cl, [K+], [K+]. The product is Cc1ccc(-c2ccccc2C(=O)Nc2ccc(C(=O)N3CCC(=O)N(CCO)c4ccccc43)cc2)cc1. As a reaction SMILES: [C:1](=[O:2])([CH3:3])[O:4][CH2:5][CH2:6][N:7]1[C:8](=[O:42])[CH2:9][CH2:10][N:11]([C:18]([c:19]2[cH:20][cH:21][c:22]([NH:25][C:26]([c:27]3[c:28](-[c:33]4[cH:34][cH:35][c:36]([CH3:39])[cH:37][cH:38]4)[cH:29][cH:30][cH:31][cH:32]3)=[O:40])[cH:23][cH:24]2)=[O:41])[c:12]2[c:13]1[cH:14][cH:15][cH:16][cH:17]2.[C:43](=[O:44])([O-:45])[O-:46].[CH3:49][OH:50].[CH:51]([Cl:52])([Cl:53])[Cl:54].[K+:47].[K+:48]>>[OH:4][CH2:5][CH2:6][N:7]1[C:8](=[O:42])[CH2:9][CH2:10][N:11]([C:18]([c:19]2[cH:20][cH:21][c:22]([NH:25][C:26]([c:27]3[c:28](-[c:33]4[cH:34][cH:35][c:36]([CH3:39])[cH:37][cH:38]4)[cH:29][cH:30][cH:31][cH:32]3)=[O:40])[cH:23][cH:24]2)=[O:41])[c:12]2[c:13]1[cH:14][cH:15][cH:16][cH:17]2. Reactants: CCOC(=O)C=CC=CCBr, c1ccc(P(c2ccccc2)c2ccccc2)cc1, c1ccccc1. Product: [Br-], CCOC(=O)C=CC=CC[P+](c1ccccc1)(c1ccccc1)c1ccccc1. RXN SMILES: [Br:20][CH2:21][CH:22]=[CH:23][CH:24]=[CH:25][C:26](=[O:27])[O:28][CH2:29][CH3:30].[c:1]1([P:7]([c:8]2[cH:9][cH:10][cH:11][cH:12][cH:13]2)[c:14]2[cH:15][cH:16][cH:17][cH:18][cH:19]2)[cH:2][cH:3][cH:4][cH:5][cH:6]1.[cH:31]1[cH:32][cH:33][cH:34][cH:35][cH:36]1>>[Br-:20].[c:1]1([P+:7]([c:8]2[cH:9][cH:10][cH:11][cH:12][cH:13]2)([c:14]2[cH:15][cH:16][cH:17][cH:18][cH:19]2)[CH2:21][CH:22]=[CH:23][CH:24]=[CH:25][C:26](=[O:27])[O:28][CH2:29][CH3:30])[cH:2][cH:3][cH:4][cH:5][cH:6]1. The reactants are N (ammonia), CS(=O)(=O)OC[C@@H](CCCOS(=O)(=O)C)NC(=O)OCC1=CC=CC=C1 ((2R)-2-{[(benzyloxy)carbonyl]amino}-5-[(methylsulfonyl)oxy]pentyl methanesulfonate), resultant mixture. Solvent: C1CCOC1 (THF). Conditions: time 46 hour. The product is N1C[C@@H](CCC1)NC(OCC1=CC=CC=C1)=O (Benzyl (3R)-piperidin-3-ylcarbamate). As a reaction SMILES: [NH3:1].CS(O[CH2:7][C@H:8]([NH:17][C:18]([O:20][CH2:21][C:22]1[CH:27]=[CH:26][CH:25]=[CH:24][CH:23]=1)=[O:19])[CH2:9][CH2:10][CH2:11]OS(C)(=O)=O)(=O)=O>C1COCC1>[NH:1]1[CH2:11][CH2:10][CH2:9][C@@H:8]([NH:17][C:18](=[O:19])[O:20][CH2:21][C:22]2[CH:27]=[CH:26][CH:25]=[CH:24][CH:23]=2)[CH2:7]1. Reported procedure: Liquid ammonia (ca. 30 ml) was added to a solution of (2R)-2-{[(benzyloxy)carbonyl]amino}-5-[(methylsulfonyl)oxy]pentyl methanesulfonate (1 g) in THF (15 ml) at −78° C. in a bomb reaction vessel and then the resultant mixture was allowed to reach room temperature. After 46 h, the solution was concentrated under reduced pressure to give an off-white solid which was purified using SPE (silica, eluting with methanol, methanol:aqueous ammonia 95:5, 9:1) to give the title compound (0.587 g) as an off... Starting materials: C1COCCN1, COc1cc(-c2csc3c(-c4cc(C)c(C=O)s4)cnc(N)c23)ccc1NC(=O)c1cc2ccccc2n1C. Product: COc1cc(-c2csc3c(-c4cc(C)c(CN5CCOCC5)s4)cnc(N)c23)ccc1NC(=O)c1cc2ccccc2n1C. As a reaction SMILES: [CH2:40]1[CH2:41][O:42][CH2:43][CH2:44][NH:45]1.[NH2:1][c:2]1[n:3][cH:4][c:5](-[c:32]2[s:33][c:34]([CH:38]=[O:39])[c:35]([CH3:37])[cH:36]2)[c:6]2[c:7]1[c:8](-[c:11]1[cH:12][c:13]([O:30][CH3:31])[c:14]([NH:17][C:18](=[O:19])[c:20]3[n:21]([CH3:29])[c:22]4[cH:23][cH:24][cH:25][cH:26][c:27]4[cH:28]3)[cH:15][cH:16]1)[cH:9][s:10]2>>[NH2:1][c:2]1[n:3][cH:4][c:5](-[c:32]2[s:33][c:34]([CH2:38][N:45]3[CH2:40][CH2:41][O:42][CH2:43][CH2:44]3)[c:35]([CH3:37])[cH:36]2)[c:6]2[c:7]1[c:8](-[c:11]1[cH:12][c:13]([O:30][CH3:31])[c:14]([NH:17][C:18](=[O:19])[c:20]3[n:21]([CH3:29])[c:22]4[cH:23][cH:24][cH:25][cH:26][c:27]4[cH:28]3)[cH:15][cH:16]1)[cH:9][s:10]2. The reactants are ice water, [H-].[Na+] (NaH), BrC=1C=C(N)C=CC1 (3-bromoaniline), cannulation, CC(=CC(=O)Cl)C (3,3-dimethylacryloyl chloride). Solvent: C1CCOC1 (THF), C1CCOC1 (THF). Conditions: temperature 0 celsius, time 45 minute. Yields the product CC(=CC(=O)NC1=CC(=CC=C1)Br)C (N-3,3-Dimethylacryloyl-3-bromoaniline). As a reaction SMILES: [H-].[Na+].[Br:3][C:4]1[CH:5]=[C:6]([CH:8]=[CH:9][CH:10]=1)[NH2:7].[CH3:11][C:12]([CH3:17])=[CH:13][C:14](Cl)=[O:15]>C1COCC1>[CH3:11][C:12]([CH3:17])=[CH:13][C:14]([NH:7][C:6]1[CH:8]=[CH:9][CH:10]=[C:4]([Br:3])[CH:5]=1)=[O:15] |f:0.1|. Procedure: To a suspension of NaH (4.15 g, 173 mmol, 60% in oil) in 50 ml of THF was cannulated a solution of 20.322 g (118 mmol) of 3-bromoaniline in 50 ml of THF. The resulting mixture was stirred at 0° C. for 45 min and warmed to room temperature over a period of 15 min. To this solution was added through cannulation 13.123 g (173 mmol) of 3,3-dimethylacryloyl chloride. The mixture was stirred at room temperature for 24 h and thereafter slowly poured into ice water. The resulting mixture was extracted w...